From a dataset of the Open Reaction Database (ORD), a public repository of structured organic reaction records. describe an organic reaction: reactants, conditions, products, and yield The reactants are O=C(c1ccccc1Br)N1CCNCC1, CCN=C=NCCCN(C)C, CCN(C(C)C)C(C)C, Cl, O=C(O)CC(=O)Nc1cc(-c2ccc(F)cc2)on1, CN(C)C=O, On1nnc2ccccc21. The product is O=C(CC(=O)N1CCN(C(=O)c2ccccc2Br)CC1)Nc1cc(-c2ccc(F)cc2)on1. As a reaction SMILES: [Br:51][c:52]1[c:53]([C:58](=[O:59])[N:60]2[CH2:61][CH2:62][NH:63][CH2:64][CH2:65]2)[cH:54][cH:55][cH:56][cH:57]1.[CH3:29][CH2:30][N:31]=[C:32]=[N:33][CH2:34][CH2:35][CH2:36][N:37]([CH3:38])[CH3:39].[CH:1]([N:2]([CH2:3][CH3:4])[CH:5]([CH3:6])[CH3:7])([CH3:8])[CH3:9].[ClH:50].[F:10][c:11]1[cH:12][cH:13][c:14](-[c:17]2[cH:18][c:19]([NH:22][C:23]([CH2:24][C:25](=[O:26])[OH:27])=[O:28])[n:20][o:21]2)[cH:15][cH:16]1.[O:66]=[CH:67][N:68]([CH3:69])[CH3:70].[OH:40][n:41]1[c:42]2[c:43]([cH:44][cH:45][cH:46][cH:47]2)[n:48][n:49]1>>[F:10][c:11]1[cH:12][cH:13][c:14](-[c:17]2[cH:18][c:19]([NH:22][C:23]([CH2:24][C:25](=[O:27])[N:63]3[CH2:62][CH2:61][N:60]([C:58]([c:53]4[c:52]([Br:51])[cH:57][cH:56][cH:55][cH:54]4)=[O:59])[CH2:65][CH2:64]3)=[O:28])[n:20][o:21]2)[cH:15][cH:16]1. The reactants are C(C)(C)(C)OC(=O)NC1=CC=C(C=C1)SC1=C(C=C(C(=O)NC(C(=O)OCC)(C)C2=CC=CC=C2)C=C1)NC=1C2=C(N=CN1)N=C(C=C2)C(C)C (ethyl 2-(4-(4-(tert-butoxycarbonylamino)phenylthio)-3-(7-isopropylpyrido[2,3-d]pyrimidin-4-ylamino)benzamido)-2-phenylpropanoate), FC(C(=O)O)(F)F (trifluoroacetic acid). The solvent is ClCCl (dichloromethane). Run at time 1 hour. Product: NC1=CC=C(C=C1)SC1=C(C=C(C(=O)NC(C(=O)OCC)(C)C2=CC=CC=C2)C=C1)NC=1C2=C(N=CN1)N=C(C=C2)C(C)C (ethyl 2-(4-(4-aminophenylthio)-3-(7-isopropylpyrido[2,3-d]pyrimidin-4-ylamino)benzamido)-2-phenylpropanoate). Yield: 83.9%. As a reaction SMILES: C(OC([NH:8][C:9]1[CH:14]=[CH:13][C:12]([S:15][C:16]2[CH:37]=[CH:36][C:19]([C:20]([NH:22][C:23]([C:30]3[CH:35]=[CH:34][CH:33]=[CH:32][CH:31]=3)([CH3:29])[C:24]([O:26][CH2:27][CH3:28])=[O:25])=[O:21])=[CH:18][C:17]=2[NH:38][C:39]2[C:40]3[CH:48]=[CH:47][C:46]([CH:49]([CH3:51])[CH3:50])=[N:45][C:41]=3[N:42]=[CH:43][N:44]=2)=[CH:11][CH:10]=1)=O)(C)(C)C.FC(F)(F)C(O)=O>ClCCl>[NH2:8][C:9]1[CH:10]=[CH:11][C:12]([S:15][C:16]2[CH:37]=[CH:36][C:19]([C:20]([NH:22][C:23]([C:30]3[CH:35]=[CH:34][CH:33]=[CH:32][CH:31]=3)([CH3:29])[C:24]([O:26][CH2:27][CH3:28])=[O:25])=[O:21])=[CH:18][C:17]=2[NH:38][C:39]2[C:40]3[CH:48]=[CH:47][C:46]([CH:49]([CH3:50])[CH3:51])=[N:45][C:41]=3[N:42]=[CH:43][N:44]=2)=[CH:13][CH:14]=1. Procedure details: The product of Example 444A (93 mg.) was reacted with trifluoroacetic acid [TFA] (0.60 mL) in dichloromethane (0.60 mL) added dropwise at room temperature then stirred at room temperature for 1 hour. The reaction mixture was concentrated and partitioned between ethyl acetate and saturated aqueous NaHCO3. The organic layer was washed with brine, dried over MgSO4, and concentrated. The residue was chromatographed on a C-18 HPLC column with a gradient elution of acetonitrile in 0.1% TFA water (0-10... Starting materials: OC1=CC=C(C=C1)CCC(=O)O (3(4-hydroxy phenyl) propionic acid), COC(C(CC1=CC=C(C=C1)O)NC(CO)=O)=O (2-(2-hydroxy-acetylamino)-3-(4-hydroxy-phenyl)-propionic acid methyl ester), C1(CCCCC1)N=C=NC1CCCCC1 (1,3-dicyclohexyl carbodiimide). Solvent: ClCCl (dichloromethane), ClCCl (dichloro methane). Run at time 6 hour. The product is COC(C(CC1=CC=C(C=C1)O)NC(COC(CCC1=CC=C(C=C1)O)=O)=O)=O (3-(4-Hydroxy-phenyl)-2-{2-[3-(4-hydroxy-phenyl)-propionyloxy]-acetylamino}-propionic acid methyl ester). As a reaction SMILES: [OH:1][C:2]1[CH:7]=[CH:6][C:5]([CH2:8][CH2:9][C:10](O)=[O:11])=[CH:4][CH:3]=1.[CH3:13][O:14][C:15](=[O:30])[CH:16]([NH:25][C:26](=[O:29])[CH2:27][OH:28])[CH2:17][C:18]1[CH:23]=[CH:22][C:21]([OH:24])=[CH:20][CH:19]=1.C1(N=C=NC2CCCCC2)CCCCC1>ClCCl>[CH3:13][O:14][C:15](=[O:30])[CH:16]([NH:25][C:26](=[O:29])[CH2:27][O:28][C:10](=[O:11])[CH2:9][CH2:8][C:5]1[CH:6]=[CH:7][C:2]([OH:1])=[CH:3][CH:4]=1)[CH2:17][C:18]1[CH:23]=[CH:22][C:21]([OH:24])=[CH:20][CH:19]=1. Reported procedure: A solution of 3(4-hydroxy phenyl) propionic acid (10 grams, 60.17 mmol) and 2-(2-hydroxy-acetylamino)-3-(4-hydroxy-phenyl)-propionic acid methyl ester 3 (15.2 grams, 60.07 mmol) in anhydrous dichloromethane (100 mL) under a nitrogen atmosphere at 0° C. is added dropwise to a solution of 1,3-dicyclohexyl carbodiimide (31 grams, 150.24 mmol) in dichloro methane (75 mL). The mixture is stirred at room temperature for 6 hours. The solids are filtered off. The organic phase is washed with 5% sodium b... Starting materials: O=C([O-])O, ClCCl, [Na+], [Na+], [Na+], Cc1ccc(C(=O)N2CCOC3(CCN(Cc4cccc(CCO)c4)CC3)C2)s1, O=C(O)C(F)(F)F, O=S([O-])([O-])=S. The product is Cc1ccc(C(=O)N2CCOC3(CCN(Cc4cccc(CC=O)c4)CC3)C2)s1. As a reaction SMILES: [C:44](=[O:45])([OH:46])[O-:47].[Cl:49][CH2:50][Cl:51].[Na+:42].[Na+:43].[Na+:48].[OH:1][CH2:2][CH2:3][c:4]1[cH:5][c:6]([CH2:7][N:8]2[CH2:9][CH2:10][C:11]3([CH2:12][N:13]([C:17](=[O:18])[c:19]4[s:20][c:21]([CH3:24])[cH:22][cH:23]4)[CH2:14][CH2:15][O:16]3)[CH2:25][CH2:26]2)[cH:27][cH:28][cH:29]1.[OH:30][C:31]([C:32]([F:33])([F:34])[F:35])=[O:36].[S:37]([O-:38])([O-:39])(=[O:40])=[S:41]>>[O:1]=[CH:2][CH2:3][c:4]1[cH:5][c:6]([CH2:7][N:8]2[CH2:9][CH2:10][C:11]3([CH2:12][N:13]([C:17](=[O:18])[c:19]4[s:20][c:21]([CH3:24])[cH:22][cH:23]4)[CH2:14][CH2:15][O:16]3)[CH2:25][CH2:26]2)[cH:27][cH:28][cH:29]1. Reactants: [C-]#N.[K+] (Potassium cyanide), ClCC1=CC(=C(CC=2C(=NC(=NC2C)N)NCCCCC)C=C1)OC (5-(4-(Chloromethyl)-2-methoxybenzyl)-6-methyl-N4-pentylpyrimidine-2,4-diamine). Solvent: CS(=O)C (DMSO), CN(C)C=O (DMF), C(=O)(O)[O-].[Na+] (NaHCO3). Conditions: time 20 hour. Product: NC1=NC(=C(C(=N1)C)CC1=C(C=C(C=C1)CC#N)OC)NCCCCC (2-(4-((2-Amino-4-methyl-6-(pentylamino)pyrimidin-5-yl)methyl)-3-methoxyphenyl)acetonitrile). Yield: 62.2%. Reaction SMILES: [C-:1]#[N:2].[K+].Cl[CH2:5][C:6]1[CH:26]=[CH:25][C:9]([CH2:10][C:11]2[C:12]([NH:19][CH2:20][CH2:21][CH2:22][CH2:23][CH3:24])=[N:13][C:14]([NH2:18])=[N:15][C:16]=2[CH3:17])=[C:8]([O:27][CH3:28])[CH:7]=1>CS(C)=O.CN(C=O)C.C([O-])(O)=O.[Na+]>[NH2:18][C:14]1[N:15]=[C:16]([CH3:17])[C:11]([CH2:10][C:9]2[CH:25]=[CH:26][C:6]([CH2:5][C:1]#[N:2])=[CH:7][C:8]=2[O:27][CH3:28])=[C:12]([NH:19][CH2:20][CH2:21][CH2:22][CH2:23][CH3:24])[N:13]=1 |f:0.1,5.6|. Procedure: Potassium cyanide (0.53 g) was added to a solution of the product from step (vi) (0.99 g) in DMSO (10 mL) and DMF (10 mL) under nitrogen. The resulting mixture was stirred at rt for 20 h and diluted with saturated aqueous NaHCO3 (50 mL). The mixture was extracted with EtOAc and the combined organic phase was washed with water and brine, dried, filtered and evaporated. The crude product was purified by chromatography, eluting with 5% MeOH in DCM to afford the subtitle compound as an orange solid ... Starting materials: [BH4-], O=C([O-])O, CSc1ccc(C2(O)CCCn3cncc32)cc1, [Na+], [Na+], C1CCOC1. Product: CSc1ccc(C2CCCn3cncc32)cc1. As a reaction SMILES: [BH4-:1].[C:21](=[O:22])([O-:23])[OH:24].[CH3:3][S:4][c:5]1[cH:6][cH:7][c:8]([C:11]2([OH:20])[c:12]3[n:13]([cH:17][n:18][cH:19]3)[CH2:14][CH2:15][CH2:16]2)[cH:9][cH:10]1.[Na+:25].[Na+:2].[O:26]1[CH2:27][CH2:28][CH2:29][CH2:30]1>>[CH3:3][S:4][c:5]1[cH:6][cH:7][c:8]([CH:11]2[c:12]3[n:13]([cH:17][n:18][cH:19]3)[CH2:14][CH2:15][CH2:16]2)[cH:9][cH:10]1. Reactants: C(C)(C)(C)C=1C=CC(C1)=C(C)C (3-tert-butyl-6,6-dimethylfulvene), CC1(CCC(C=2C=C3C=4C=C5C(=CC4CC3=CC21)C(CCC5(C)C)(C)C)(C)C)C (1,1,4,4,7,7,10,10-octamethyl-1,2,3,4,7,8,9,10-octahydrodibenzo(b,h)-fluorene), C(CCC)[Li] (n-butyllithium), O (water). Reagents/catalysts: CCCCCC (hexane). Solvent: C1CCOC1 (THF), C1CCOC1 (THF). Yields the product C(C)(C)(C)C1=CC(C=C1)C(C)(C)C1C(C2=C(C=C3C=4C=C5C(=CC4CC3=C2)C(CCC5(C)C)(C)C)C(C1)(C)C)(C)C (2-(3-tert-butylcyclopentadienyl)-2-(1,1,4,4,7,7,10,10-octamethyl-1,2,3,4,7,8,9,10-octahydrodibenzo(b,h)-fluorenyl)propane). The yield is 43.3%. RXN SMILES: [CH3:1][C:2]1([CH3:29])[C:18]2[CH:17]=[C:16]3[C:8]([C:9]4[CH:10]=[C:11]5[C:22]([CH3:24])([CH3:23])[CH2:21][CH2:20][C:19]([CH3:26])([CH3:25])[C:12]5=[CH:13][C:14]=4[CH2:15]3)=[CH:7][C:6]=2[C:5]([CH3:28])([CH3:27])[CH2:4][CH2:3]1.C([Li])CCC.[C:35]([C:39]1[CH:40]=[CH:41][C:42](=[C:44]([CH3:46])[CH3:45])[CH:43]=1)([CH3:38])([CH3:37])[CH3:36].O>C1COCC1.CCCCCC>[C:35]([C:39]1[CH:40]=[CH:41][CH:42]([C:44]([CH:20]2[CH2:21][C:22]([CH3:24])([CH3:23])[C:11]3[CH:10]=[C:9]4[C:14](=[CH:13][C:12]=3[C:19]2([CH3:26])[CH3:25])[CH2:15][C:16]2[CH:17]=[C:18]3[C:2]([CH3:29])([CH3:1])[CH2:3][CH2:4][C:5]([CH3:28])([CH3:27])[C:6]3=[CH:7][C:8]4=2)([CH3:46])[CH3:45])[CH:43]=1)([CH3:38])([CH3:37])[CH3:36]. Reported procedure: To a solution of 1.55 g (4.0 mmol) of 1,1,4,4,7,7,10,10-octamethyl-1,2,3,4,7,8,9,10-octahydrodibenzo(b,h)-fluorene in 50 ml of THF, 2.6 ml (−4.2 mmol) of a hexane solution of n-butyllithium was dropwise added in a nitrogen atmosphere with ice cooling, followed by stirring at room temperature for one night. To the resulting red solution, a solution of 0.97 g (6.0 mmol) of 3-tert-butyl-6,6-dimethylfulvene in 25 ml of THF was further dropwise added in a nitrogen atmosphere with ice cooling, followe... The product is CC(C)(C)OC(=O)N1CCCCC1CNc1ccc(C#N)cn1. The reactants are CC(C)(C)OC(=O)N1CCCCC1CN, CCN(C(C)C)C(C)C, N#Cc1ccc(Cl)nc1. Reaction SMILES: [C:1]([CH3:2])([CH3:3])([CH3:4])[O:5][C:6](=[O:7])[N:8]1[CH:9]([CH2:14][NH2:15])[CH2:10][CH2:11][CH2:12][CH2:13]1.[CH:25]([N:26]([CH:27]([CH3:28])[CH3:29])[CH2:30][CH3:31])([CH3:32])[CH3:33].[Cl:16][c:17]1[n:18][cH:19][c:20]([C:23]#[N:24])[cH:21][cH:22]1>>[C:1]([CH3:2])([CH3:3])([CH3:4])[O:5][C:6](=[O:7])[N:8]1[CH:9]([CH2:14][NH:15][c:17]2[n:18][cH:19][c:20]([C:23]#[N:24])[cH:21][cH:22]2)[CH2:10][CH2:11][CH2:12][CH2:13]1.